From a dataset of the Open Reaction Database (ORD), a public repository of structured organic reaction records. describe an organic reaction: reactants, conditions, products, and yield The reactants are ClC1=C2C3=C(N=C(C2=CC=N1)Cl)C=CC(=C3)F (1,5-Dichloro-9-fluorobenzo[c]-2,6-naphthyridine), FC([C@H](C(C)C)N)(F)F ((2S)-1,1,1-trifluoro-3-methylbutan-2-amine), C[Si](C)(C)[N-][Si](C)(C)C.[Li+] (lithium bis(trimethylsilyl)amide), C1CCOC1 (THF). Run at temperature 85 celsius. The product is FC1=CC2=C(N=C(C=3C=CNC(C23)=O)N[C@@H](C(C)C)C(F)(F)F)C=C1 (9-Fluoro-5-{[(1S)-2-methyl-1-(trifluoromethyl)propyl]amino}benzo[c]-2,6-naphthyridin-1(2H)-one). RXN SMILES: Cl[C:2]1[N:11]=[CH:10][CH:9]=[C:8]2[C:3]=1[C:4]1[CH:16]=[C:15]([F:17])[CH:14]=[CH:13][C:5]=1[N:6]=[C:7]2Cl.[F:18][C:19]([F:26])([F:25])[C@@H:20]([NH2:24])[CH:21]([CH3:23])[CH3:22].C[Si]([N-][Si](C)(C)C)(C)C.[Li+].C1C[O:40]CC1>>[F:17][C:15]1[CH:14]=[CH:13][C:5]2[N:6]=[C:7]([NH:24][C@H:20]([C:19]([F:26])([F:25])[F:18])[CH:21]([CH3:23])[CH3:22])[C:8]3[CH:9]=[CH:10][NH:11][C:2](=[O:40])[C:3]=3[C:4]=2[CH:16]=1 |f:2.3|. Reported procedure: To a solution of 1,5-dichloro-9-fluorobenzo[c]-2,6-naphthyridine (50 mg, 0.19 mmol) (Example 1, Step 5) in THF (3 mL), were added (2S)-1,1,1-trifluoro-3-methylbutan-2-amine (26 mg, 0.19 mmol) and lithium bis(trimethylsilyl)amide (0.56 mL, 1.0 M in THF, 0.56 mmol). The solution was heated to 85° C. for 1 hr then cooled to room temperature. The reaction mixture was quenched with methanol and concentrated under reduced pressure. The crude mixture was taken up in THF (1 mL) and HCl (1 mL, 6 N) and h... The reactants are COc1cc(C)c(N(C)C(=O)CN(C)C)cc1[N+](=O)[O-], CO. The product is COc1cc(C)c(N(C)C(=O)CN(C)C)cc1N. Reaction SMILES: [CH3:1][N:2]([C:3]([CH2:4][N:5]([CH3:6])[CH3:7])=[O:8])[c:9]1[c:10]([CH3:20])[cH:11][c:12]([O:18][CH3:19])[c:13]([N+:15]([O-:16])=[O:17])[cH:14]1.[CH3:21][OH:22]>>[CH3:1][N:2]([C:3]([CH2:4][N:5]([CH3:6])[CH3:7])=[O:8])[c:9]1[c:10]([CH3:20])[cH:11][c:12]([O:18][CH3:19])[c:13]([NH2:15])[cH:14]1. Starting materials: CC(CO)CO (2-methyl-1,3-propanediol), C1(\C=C/C(=O)O1)=O (maleic anhydride). The product is C(\C=C/C(=O)O)(=O)O.C(\C=C/C(=O)O)(=O)O.CC(CO)CO (2-methyl-1,3-propanediol bismaleate). Reaction SMILES: [CH3:1][CH:2]([CH2:5][OH:6])[CH2:3][OH:4].[C:7]1(=[O:13])[O:12][C:10](=[O:11])[CH:9]=[CH:8]1>>[C:7]([OH:12])(=[O:13])/[CH:8]=[CH:9]\[C:10]([OH:4])=[O:11].[C:7]([OH:12])(=[O:13])/[CH:8]=[CH:9]\[C:10]([OH:4])=[O:11].[CH3:1][CH:2]([CH2:5][OH:6])[CH2:3][OH:4] |f:2.3.4|. Procedure: A three-liter glass reactor equipped as described in Example 17 is charged, under a stream of nitrogen, with 2-methyl-1,3-propanediol (216 g, 2.4 mol) and maleic anhydride (471 g, 4.8 mol). The mixture is heated at 195°-210° C. for 1.5 to 2 h with no steam in the reflux column to give 2-methyl-1,3-propanediol bismaleate. The reactor is then charged with 2-methyl-1,3-propanediol (115 g) and 497 g of a glycol ester made from 2-methyl-1,3-propanediol (1442 g) and terephthalic acid (1329 g) (2:1 mol... The reactants are CCO, ClC(Cl)Cl, CC(Oc1ccc(C#N)cc1Cl)c1nnc(-c2ccccc2C(F)(F)F)n1C, [Na+], [OH-], O, OO. The product is CC(Oc1ccc(C(N)=O)cc1Cl)c1nnc(-c2ccccc2C(F)(F)F)n1C. Reaction SMILES: [CH3:34][CH2:35][OH:36].[CH:37]([Cl:38])([Cl:39])[Cl:40].[Cl:5][c:6]1[cH:7][c:8]([C:9]#[N:10])[cH:11][cH:12][c:13]1[O:14][CH:15]([CH3:16])[c:17]1[n:18][n:19][c:20](-[c:23]2[c:24]([C:29]([F:30])([F:31])[F:32])[cH:25][cH:26][cH:27][cH:28]2)[n:21]1[CH3:22].[Na+:2].[OH-:1].[OH2:33].[OH:3][OH:4]>>[O:1]=[C:9]([c:8]1[cH:7][c:6]([Cl:5])[c:13]([O:14][CH:15]([CH3:16])[c:17]2[n:18][n:19][c:20](-[c:23]3[c:24]([C:29]([F:30])([F:31])[F:32])[cH:25][cH:26][cH:27][cH:28]3)[n:21]2[CH3:22])[cH:12][cH:11]1)[NH2:10]. Reactants: Cc1cccc(N2CCN(CCCC=Cc3ccc4c(n3)NC(=O)CC4)CC2)n1, CCO. Product: Cc1cccc(N2CCN(CCCCCc3ccc4c(n3)NC(=O)CC4)CC2)n1. RXN SMILES: [CH3:1][c:2]1[cH:3][cH:4][cH:5][c:6]([N:8]2[CH2:9][CH2:10][N:11]([CH2:14][CH2:15][CH2:16][CH:17]=[CH:18][c:19]3[cH:20][cH:21][c:22]4[c:27]([n:28]3)[NH:26][C:25](=[O:29])[CH2:24][CH2:23]4)[CH2:12][CH2:13]2)[n:7]1.[CH3:30][CH2:31][OH:32]>>[CH3:1][c:2]1[cH:3][cH:4][cH:5][c:6]([N:8]2[CH2:9][CH2:10][N:11]([CH2:14][CH2:15][CH2:16][CH2:17][CH2:18][c:19]3[cH:20][cH:21][c:22]4[c:27]([n:28]3)[NH:26][C:25](=[O:29])[CH2:24][CH2:23]4)[CH2:12][CH2:13]2)[n:7]1. Reported procedure: A mixture of (S)-methyl 3,4-dihydro-2,8-diisopropyl-3-oxo-2H-1,4-benzoxazine-4-acetate (3.05 g), 2,4-bis (methylthio)-1,3,2,4-dithiadiphosphetan-2,4-disulfide (Davy reagent methyl)(2.84 g) and toluene (60 ml) was stirred at 50° C. for 64 hours. The insoluble material was filtered off and the filtrate was concentrated. The residue was purified by column chromatography on silica gel (100 g) using hexane-ethyl ether (85:15, v/v) as the eluent to yield (S)-methyl 3,4-dihydro-2,8-diisopropyl-3-thioxo... Yields the product C(C)(C)[C@@H]1OC2=C(N(C1=S)CC(=O)OC)C=CC=C2C(C)C ((S)-methyl 3,4-dihydro-2,8-diisopropyl-3-thioxo-2H-1,4-benzoxazine-4-acetate). Reactants: C(C)(C)[C@@H]1OC2=C(N(C1=O)CC(=O)OC)C=CC=C2C(C)C ((S)-methyl 3,4-dihydro-2,8-diisopropyl-3-oxo-2H-1,4-benzoxazine-4-acetate), CSP1(SP(S1)(SC)=S)=S (2,4-bis (methylthio)-1,3,2,4-dithiadiphosphetan-2,4-disulfide). Reaction SMILES: [CH:1]([C@H:4]1[C:9](=O)[N:8]([CH2:11][C:12]([O:14][CH3:15])=[O:13])[C:7]2[CH:16]=[CH:17][CH:18]=[C:19]([CH:20]([CH3:22])[CH3:21])[C:6]=2[O:5]1)([CH3:3])[CH3:2].C[S:24]P1(=S)SP(=S)(SC)S1>C1(C)C=CC=CC=1>[CH:1]([C@H:4]1[C:9](=[S:24])[N:8]([CH2:11][C:12]([O:14][CH3:15])=[O:13])[C:7]2[CH:16]=[CH:17][CH:18]=[C:19]([CH:20]([CH3:22])[CH3:21])[C:6]=2[O:5]1)([CH3:3])[CH3:2]. The solvent is C1(=CC=CC=C1)C (toluene). The yield is 93.5%. Run at temperature 50 celsius, time 64 hour.